This data is from the Open Reaction Database (ORD), a public repository of structured organic reaction records. The task is: describe an organic reaction: reactants, conditions, products, and yield Reactants: [Al+3], CCC(=O)Cl, ClCCl, [Cl-], [Cl-], [Cl-], O, c1ccc2c(c1)CCc1ccccc1-2. Product: CCC(=O)c1ccc2c(c1)CCc1ccccc1-2. Reaction SMILES: [Al+3:2].[C:5]([CH2:6][CH3:7])(=[O:8])[Cl:9].[CH2:25]([Cl:26])[Cl:27].[Cl-:1].[Cl-:3].[Cl-:4].[OH2:24].[cH:10]1[cH:11][cH:12][cH:13][c:14]2[c:23]1[CH2:22][CH2:21][c:20]1[c:15]-2[cH:16][cH:17][cH:18][cH:19]1>>[C:5]([CH2:6][CH3:7])(=[O:8])[c:11]1[cH:10][c:23]2[c:14]([cH:13][cH:12]1)-[c:15]1[cH:16][cH:17][cH:18][cH:19][c:20]1[CH2:21][CH2:22]2. Starting materials: C1=CC(=CC=C1C=O)C=O (terephthaldicarboxaldehyde), CN1C(SCC1=O)=S (3-methylrhodanine), [Cl-].[NH4+] (ammonium chloride). Run in C(C)(=O)O (acetic acid). Reaction conditions: temperature 110 celsius, time 12 hour. Yields the product CN1C(SC(C1=O)=CC1=CC=C(C=O)C=C1)=S (4-(3-methyl-4-oxo-2-thioxothiazolidin-5-ylidenmethyl)benzaldehyde). The yield is 72.6%. Reaction SMILES: [Cl-].[NH4+].[CH:3]1[C:8]([CH:9]=[O:10])=[CH:7][CH:6]=[C:5]([CH:11]=O)[CH:4]=1.[CH3:13][N:14]1[C:18](=[O:19])[CH2:17][S:16][C:15]1=[S:20]>C(O)(=O)C>[CH3:13][N:14]1[C:18](=[O:19])[C:17](=[CH:11][C:5]2[CH:4]=[CH:3][C:8]([CH:9]=[O:10])=[CH:7][CH:6]=2)[S:16][C:15]1=[S:20] |f:0.1|. Procedure: A catalytic amount of ammonium chloride was added into 100 ml acetic acid solution containing terephthaldicarboxaldehyde (1.34 g) and 3-methylrhodanine (1.53 g), followed by about 12 hours of heating at 110° C. After cooling upon standing, the formed yellow crystals were collected by filtration, washed with an appropriate amount of ethanol-water (10:1), and dried to obtain 4-(3-methyl-4-oxo-2-thioxothiazolidin-5-ylidenmethyl)benzaldehyde (1.91 g).